From a dataset of the Open Reaction Database (ORD), a public repository of structured organic reaction records. describe an organic reaction: reactants, conditions, products, and yield The reactants are O (water), methyl ester, O1CCCC1 (tetrahydrofuran), C(C)(=O)OCC (ethyl acetate), [H-].[Al+3].[Li+].[H-].[H-].[H-] (lithium aluminium hydride). Conditions: time 1 hour. The product is C(\C=C\CCCCCCCCCCC)O (trans-2-tetradecenol). As a reaction SMILES: [H-].[Al+3].[Li+].[H-].[H-].[H-].C([O:10][CH2:11][CH3:12])(=O)C.O.O1[CH2:18][CH2:17][CH2:16][CH2:15]1>>[CH2:11]([OH:10])/[CH:12]=[CH:15]/[CH2:16][CH2:17][CH2:18][CH2:15][CH2:16][CH2:17][CH2:18][CH2:15][CH2:16][CH2:17][CH3:18] |f:0.1.2.3.4.5|. Reported procedure: To dodecyl aldehyde (5.0 g) dissolved in methylene chloride was added (carbomethoxymethylene)-triphenylphosphorane (9.1 g), and the mixture was stirred for 2 hours. The reaction mixture was concentrated and subjected to chromatography on a silica gel column with eluent systems of n-hexane-ethyl acetate (from 100:1 to 20:1) to give the methyl ester of trans-2-tetradecenoic acid (5.2 g). To the methyl ester dissolved in tetrahydrofuran was added lithium aluminium hydride (0.9 g) under ice-cooling,... The reactants are ClC1=CC=C(C=C1)\C=C/C1=CC=C(C=C1)C(=O)N1CC2=C(CC1)C=CO2 ((Z)-6-(4-chlorostilbene-4'-carbonyl)-4,5,6,7-tetrahydrofuro[2,3-c]pyridine), N1CCCC1 (pyrrolidine), C=O (formaldehyde). Run in C(C)(=O)O (acetic acid). Run at temperature 100 celsius, time 1 hour. Yields the product Cl.ClC1=CC=C(C=C1)\C=C/C1=CC=C(C=C1)C(=O)N1CC2=C(CC1)C=C(O2)CN2CCCC2 ((Z)-6-(4-chlorostilbene-4'-carbonyl)-2-(1-pyrrolidinylmethyl)-4,5,6,7-tetrahydrofuro[2,3-c]pyridine hydrochloride). Reaction SMILES: [Cl:1][C:2]1[CH:7]=[CH:6][C:5](/[CH:8]=[CH:9]\[C:10]2[CH:15]=[CH:14][C:13]([C:16]([N:18]3[CH2:23][CH2:22][C:21]4[CH:24]=[CH:25][O:26][C:20]=4[CH2:19]3)=[O:17])=[CH:12][CH:11]=2)=[CH:4][CH:3]=1.[NH:27]1[CH2:31][CH2:30][CH2:29][CH2:28]1.[CH2:32]=O>C(O)(=O)C>[ClH:1].[Cl:1][C:2]1[CH:7]=[CH:6][C:5](/[CH:8]=[CH:9]\[C:10]2[CH:11]=[CH:12][C:13]([C:16]([N:18]3[CH2:23][CH2:22][C:21]4[CH:24]=[C:25]([CH2:32][N:27]5[CH2:31][CH2:30][CH2:29][CH2:28]5)[O:26][C:20]=4[CH2:19]3)=[O:17])=[CH:14][CH:15]=2)=[CH:4][CH:3]=1 |f:4.5|. Procedure: To a solution of 0.867 g (2.383 mmol) of (Z)-6-(4-chlorostilbene-4'-carbonyl)-4,5,6,7-tetrahydrofuro[2,3-c]pyridine in 10 ml of acetic acid, 0.30 ml (3.57 mmol) of pyrrolidine and 0.29 g (3.57 mmol) of 37% aqueous formaldehyde were added, followed by stirring at 100° C. for 1 hour. After the solvent was distilled off under reduced pressure, the residual solution was alkalified with aqueous sodium hydroxide and extracted with ethyl acetate 3 times. The combined organic layer was dried over anhydr...